This data is from the Open Reaction Database (ORD), a public repository of structured organic reaction records. The task is: describe an organic reaction: reactants, conditions, products, and yield The reactants are 3S, ClC1=CC=C2C(=C1)NC(C21C(NC(CC1C1=C(C=CC(=C1)Cl)OC(CCC)(CCC)C(=O)OCC)=O)C1=C(C=CC(=C1)F)C)=O (6-chloro-4′-[5-chloro-2-(1-ethoxycarbonyl-1-propyl-butoxy)-phenyl]-2′-(5-fluoro-2-methyl-phenyl) spiro[3H-indole-3,3′-piperidine]-2,6′(1H)-dione), P12(=S)SP3(=S)SP(=S)(S1)SP(=S)(S2)S3 (P2S5). Run in C1(=CC=CC=C1)C (toluene). Run at temperature 60 celsius. The product is ClC1=CC=C2C(=C1)NC(C21C(NC(CC1C1=C(C=CC(=C1)Cl)OC(CCC)(CCC)C(=O)OCC)=S)C1=C(C=CC(=C1)F)C)=O (6-chloro-4′-[5-chloro-2-(1-ethoxycarbonyl-1-propyl-butoxy)-phenyl]-2′-(5-fluoro-2-methyl-phenyl)-6′-thioxo spiro[3H-indole-3,3′-piperidine]-2(1H)-one). Yield: 64.5%. Reaction SMILES: [Cl:1][C:2]1[CH:7]=[C:6]2[NH:8][C:9](=[O:45])[C:10]3([CH:15]([C:16]4[CH:21]=[C:20]([Cl:22])[CH:19]=[CH:18][C:17]=4[O:23][C:24]([C:31]([O:33][CH2:34][CH3:35])=[O:32])([CH2:28][CH2:29][CH3:30])[CH2:25][CH2:26][CH3:27])[CH2:14][C:13](=O)[NH:12][CH:11]3[C:37]3[CH:42]=[C:41]([F:43])[CH:40]=[CH:39][C:38]=3[CH3:44])[C:5]2=[CH:4][CH:3]=1.P12(SP3(SP(SP(S3)(S1)=S)(=S)S2)=S)=[S:47]>C1(C)C=CC=CC=1>[Cl:1][C:2]1[CH:7]=[C:6]2[NH:8][C:9](=[O:45])[C:10]3([CH:15]([C:16]4[CH:21]=[C:20]([Cl:22])[CH:19]=[CH:18][C:17]=4[O:23][C:24]([C:31]([O:33][CH2:34][CH3:35])=[O:32])([CH2:28][CH2:29][CH3:30])[CH2:25][CH2:26][CH3:27])[CH2:14][C:13](=[S:47])[NH:12][CH:11]3[C:37]3[CH:42]=[C:41]([F:43])[CH:40]=[CH:39][C:38]=3[CH3:44])[C:5]2=[CH:4][CH:3]=1. Procedure details: A mixture of racemic (2′S, 3S, 4′R)-6-chloro-4′-[5-chloro-2-(1-ethoxycarbonyl-1-propyl-butoxy)-phenyl]-2′-(5-fluoro-2-methyl-phenyl) spiro[3H-indole-3,3′-piperidine]-2,6′(1H)-dione (100 mg, 0.15 mmol) and P2S5 (70 mg, 0.31 mmol) was heated at 60° C. for 2 h, and then diluted with toluene (10 mL). The mixture was concentrated in vacuo and the residue was washed with DCM for 2 times. The DCM solution was combined and concentrated. The residue was purified by flash column to give the title compound...